From a dataset of the Open Reaction Database (ORD), a public repository of structured organic reaction records. describe an organic reaction: reactants, conditions, products, and yield Reactants: N1=CC=CC=C1 (pyridine), O (water), CC1(OC2C(O1)C=CC2=O)C (2,2-dimethyl-3aH-cyclopenta[d][1,3]dioxol-4(6aH)-one), II (iodine). Run in C(Cl)Cl (DCM), C1CCOC1 (THF). Reaction conditions: time 8 hour. Yields the product IC=1C([C@H]2[C@H](OC(O2)(C)C)C1)=O ((3aR,6aR)-5-iodo-2,2-dimethyl-3aH-cyclopenta[d][1,3]dioxol-4(6aH)-one). As a reaction SMILES: [CH3:1][C:2]1([CH3:11])[O:6][CH:5]2[CH:7]=[CH:8][C:9](=[O:10])[CH:4]2[O:3]1.N1C=CC=CC=1.[I:18]I.O>C(Cl)Cl.C1COCC1>[I:18][C:8]1[C:9](=[O:10])[C@@H:4]2[O:3][C:2]([CH3:11])([CH3:1])[O:6][C@@H:5]2[CH:7]=1. Reported procedure: 3aR,6aR)-2,2-dimethyl-3aH-cyclopenta[d][1,3]dioxol-4(6aH)-one (5-1) (1.2 g, 7.8 mmol, 1 equiv) was dissolved in DCM (50 mL) and pyridine (0.9 mL, 10.9 mmol, 1.4 equiv) was added followed by a solution of iodine (3.4 g, 13.2 mmol, 1.7 equiv) in THF (6 mL). The resulting mixture stirred overnight at ambient temperature. Upon disappearance of starting material, the reaction mixture was poured over water (30 mL), extracted with CHCl3 (3×50 mL), dried over MgSO4, filtered and concentrated. The crude ... The reactants are C1(=CC=CC=C1)O (phenol), C1(=CC=CC=C1)O (phenol), C1C(C=C)O1 (Butadiene monoxide). The reagents and catalysts are C=1C=CC(=CC1)[P](C=2C=CC=CC2)(C=3C=CC=CC3)[Pd]([P](C=4C=CC=CC4)(C=5C=CC=CC5)C=6C=CC=CC6)([P](C=7C=CC=CC7)(C=8C=CC=CC8)C=9C=CC=CC9)[P](C=1C=CC=CC1)(C=1C=CC=CC1)C=1C=CC=CC1 (Tetrakis(triphenylphosphine)palladium). Solvent: C1CCOC1 (THF). Run at temperature 0 celsius, time 2 hour. The product is OCC=CCOC1=CC=CC=C1 (1-hydroxy-4-phenoxy-but-2-ene), OCC(C=C)OC1=CC=CC=C1 (4-hydroxy-3-phenoxy-but-1-ene). Reaction SMILES: [C:1]1([OH:7])[CH:6]=[CH:5][CH:4]=[CH:3][CH:2]=1.[CH2:8]1[O:12][CH:9]1[CH:10]=[CH2:11]>C1COCC1.C1C=CC([P]([Pd]([P](C2C=CC=CC=2)(C2C=CC=CC=2)C2C=CC=CC=2)([P](C2C=CC=CC=2)(C2C=CC=CC=2)C2C=CC=CC=2)[P](C2C=CC=CC=2)(C2C=CC=CC=2)C2C=CC=CC=2)(C2C=CC=CC=2)C2C=CC=CC=2)=CC=1>[OH:12][CH2:8][CH:9]=[CH:10][CH2:11][O:7][C:1]1[CH:6]=[CH:5][CH:4]=[CH:3][CH:2]=1.[OH:12][CH2:8][CH:9]([O:7][C:1]1[CH:6]=[CH:5][CH:4]=[CH:3][CH:2]=1)[CH:10]=[CH2:11] |^1:21,23,42,61|. Procedure: Tetrakis(triphenylphosphine)palladium (0.4 g, 0.35 mmol) and phenol were dissolved in 70 mL THF and the solution was cooled to 0° C. Butadiene monoxide (5.5 mL, 50 mmol) was then added, and the reaction was allowed to warm to room temperature. After 2 hours at room temperature, GLC analysis indicated that phenol was no longer present, and that two products were obtained in a 1:4 ratio (1-hydroxy-4-phenoxy-but-2-ene: 4-hydroxy-3-phenoxy-but-1-ene). The solvent and excess butadiene monoxide were r...